This data is from the Open Reaction Database (ORD), a public repository of structured organic reaction records. The task is: describe an organic reaction: reactants, conditions, products, and yield Starting materials: C(C)(C)N1N=CN=C1C=1N=C2N(CCOC3=C2C=CC(=C3)C(=O)O)C1 (2-(1-isopropyl-1H-1,2,4-triazol-5-yl)-5,6-dihydrobenzo[f]imidazo[1,2-d][1,4]oxazepine-9-carboxylic acid), CN (methylamine). Run in C1CCOC1 (THF). Yields the product C(C)(C)N1N=CN=C1C=1N=C2N(CCOC3=C2C=CC(=C3)C(=O)NC)C1 (2-(1-isopropyl-1H-1,2,4-triazol-5-yl)-N-methyl-5,6-dihydrobenzo[f]imidazo[1,2-d][1,4]oxazepine-9-carboxamide). RXN SMILES: [CH:1]([N:4]1[C:8]([C:9]2[N:10]=[C:11]3[C:17]4[CH:18]=[CH:19][C:20]([C:22]([OH:24])=O)=[CH:21][C:16]=4[O:15][CH2:14][CH2:13][N:12]3[CH:25]=2)=[N:7][CH:6]=[N:5]1)([CH3:3])[CH3:2].[CH3:26][NH2:27]>C1COCC1>[CH:1]([N:4]1[C:8]([C:9]2[N:10]=[C:11]3[C:17]4[CH:18]=[CH:19][C:20]([C:22]([NH:27][CH3:26])=[O:24])=[CH:21][C:16]=4[O:15][CH2:14][CH2:13][N:12]3[CH:25]=2)=[N:7][CH:6]=[N:5]1)([CH3:2])[CH3:3]. Reported procedure: Following the same procedure as for 133, 2-(1-isopropyl-1H-1,2,4-triazol-5-yl)-5,6-dihydrobenzo[f]imidazo[1,2-d][1,4]oxazepine-9-carboxylic acid (100 mg, 0.3 mmol) was reacted with 2M methylamine (0.59 mL) in THF to provide 159. LC/MS (ESI+): m/z 353 (M+H). 1H NMR (400 MHz, DMSO) δ 8.54-8.39 (m, 1H), 7.93 (dd, J=18.0, 11.2, 1H), 7.67-7.46 (m, −1H), 6.47 (d, J=33.7, −2H), 5.94-5.78 (m, −2H), 4.68-4.47 (m, −4H), 3.52-3.55 (s, −3H), 2.90-2.68 (m, 1H), 1.47 (t, J=13.6, 6H). Starting materials: CC=1C=C(C=C(C1)C)F (3,5-dimethyl-fluorobenzene), C=O (paraformaldehyde), Br (hydrobromic acid), C(C)(=O)O (acetic acid). Run in petroleum ether, O (water). Run at time 4.5 hour. Product: CC1=C(CBr)C(=CC(=C1)F)C (2,6-dimethyl-4-fluorobenzylbromide). Reaction SMILES: [CH3:1][C:2]1[CH:3]=[C:4]([F:9])[CH:5]=[C:6](C)[CH:7]=1.C=O.[BrH:12].[C:13](O)(=O)[CH3:14]>O>[CH3:1][C:2]1[CH:3]=[C:4]([F:9])[CH:5]=[C:13]([CH3:14])[C:7]=1[CH2:6][Br:12]. Procedure details: A mixture of 3,5-dimethyl-fluorobenzene (5 g, 0.04 mol), paraformaldehyde (15 g), hydrobromic acid (70 ml) (30% in acetic acid) and acetic acid (25 ml) was stirred at ambient temperature for 4.5 h. To the mixture, water and petroleum ether were added and the organic layer was separated dried over anhydrous sodium sulfate and evaporated carefully under reduced pressure. The residue was purified by column chromatography on silica gel with petroleum ether as eluent to give the desired product. (3.7... Run in C1(=CC=CC=C1)C (toluene). Product: C1(=CC=CC=C1)P(C1=CC=C(C=C1)C1=CC=C(C=C1)P(C1=CC=CC=C1)C1=CC=CC=C1)C1=CC=CC=C1 (4,4′-bis(diphenylphosphino)biphenyl). Reaction SMILES: I[C:2]1[CH:7]=[CH:6][C:5]([C:8]2[CH:13]=[CH:12][C:11](I)=[CH:10][CH:9]=2)=[CH:4][CH:3]=1.C(=O)([O-])[O-].[Cs+].[Cs+].[CH3:21][CH2:22][CH2:23][CH2:24][CH2:25][CH3:26].[C:27]1([PH:33][C:34]2[CH:39]=[CH:38][CH:37]=[CH:36][CH:35]=2)[CH:32]=[CH:31][CH:30]=[CH:29][CH:28]=1>[Cu]I.C1(C)C=CC=CC=1>[C:23]1([P:33]([C:27]2[CH:32]=[CH:31][CH:30]=[CH:29][CH:28]=2)[C:2]2[CH:7]=[CH:6][C:5]([C:8]3[CH:13]=[CH:12][C:11]([P:33]([C:27]4[CH:28]=[CH:29][CH:30]=[CH:31][CH:32]=4)[C:34]4[CH:35]=[CH:36][CH:37]=[CH:38][CH:39]=4)=[CH:10][CH:9]=3)=[CH:4][CH:3]=2)[CH:22]=[CH:21][CH:26]=[CH:25][CH:24]=1 |f:1.2.3|. Procedure: In a three-necked flask, under a nitrogen atmosphere, there were placed 1.22 g (3 mmol) of 4,4′-diiodobiphenyl (product of Tokyo Kasei Kogyo Co., Ltd.), 0.11 g (0.6 mmol) of copper(I) iodide (product of Wako Pure Chemical Industries, Ltd.) and 3.26 g (12 mmol) of cesium carbonate (Wako Pure Chemical Industries, Ltd.). Next, 50 mL of dehydrated toluene (product of Wako Pure Chemical Industries, Ltd.) and 25 mL (9 mmol) of a hexane solution of diphenylphosphine (diphenylphosphine content: 10 mass ... The reactants are IC1=CC=C(C=C1)C1=CC=C(C=C1)I (4,4′-diiodobiphenyl), CCCCCC (hexane), C1(=CC=CC=C1)PC1=CC=CC=C1 (diphenylphosphine), C([O-])([O-])=O.[Cs+].[Cs+] (cesium carbonate). Reagents/catalysts: [Cu]I (copper(I) iodide). Reactants: FC1=CC=C(C=C1)S (4-fluorothiophenol), C(C)(=O)C(CCCCCCC(=O)OCC)CCCC(COC1=CC=C(C=C1)F)O (Ethyl 8-Acetyl-12-hydroxy-13-(4-fluorophenoxy)tridecanoate). Product: C(C)(=O)C(CCCCCCC(=O)OCC)CCCC(CSC1=CC=C(C=C1)F)O (Ethyl 8-Acetyl-12-hydroxy-13-(4-fluorophenylthio)tridecanoate). Reaction SMILES: [F:1][C:2]1[CH:7]=[CH:6][C:5]([SH:8])=[CH:4][CH:3]=1.[C:9]([CH:12]([CH2:24][CH2:25][CH2:26][CH:27]([OH:37])[CH2:28]OC1C=CC(F)=CC=1)[CH2:13][CH2:14][CH2:15][CH2:16][CH2:17][CH2:18][C:19]([O:21][CH2:22][CH3:23])=[O:20])(=[O:11])[CH3:10]>>[C:9]([CH:12]([CH2:24][CH2:25][CH2:26][CH:27]([OH:37])[CH2:28][S:8][C:5]1[CH:6]=[CH:7][C:2]([F:1])=[CH:3][CH:4]=1)[CH2:13][CH2:14][CH2:15][CH2:16][CH2:17][CH2:18][C:19]([O:21][CH2:22][CH3:23])=[O:20])(=[O:11])[CH3:10]. Reported procedure: The synthesis of this compound is carried out by the procedure of Example 1, Step E, except that an equivalent quantity of 4-fluorothiophenol is substituted for the 4-fluorophenol of Example 1, Step E. The reactants are C(C)(C)(C)OC(NC1(COC(OC1)(C)C)CCC1=CC(=C(C=C1)OCCCC1=C(C=C(C=C1)C(F)(F)F)Cl)C(F)(F)F)=O ([5-(2-{4-[3-(2-chloro-4-trifluoromethylphenyl)propoxy]-3-trifluoromethylphenyl}ethyl)-2,2-dimethyl-1,3-dioxan-5-yl]carbamic acid t-butyl ester), Cl (hydrochloric acid). Run in C(C)O (ethanol). Reaction conditions: temperature 80 celsius, time 2 hour. Yields the product Cl.NC(CO)(CO)CCC1=CC(=C(C=C1)OCCCC1=C(C=C(C=C1)C(F)(F)F)Cl)C(F)(F)F (2-amino-2-(2-{4-[3-(2-chloro-4-trifluoromethylphenyl)propoxy]-3-trifluoromethylphenyl}ethyl)propane-1,3-diol hydrochloride). Yield: 169.2%. As a reaction SMILES: C(OC(=O)[NH:7][C:8]1([CH2:16][CH2:17][C:18]2[CH:23]=[CH:22][C:21]([O:24][CH2:25][CH2:26][CH2:27][C:28]3[CH:33]=[CH:32][C:31]([C:34]([F:37])([F:36])[F:35])=[CH:30][C:29]=3[Cl:38])=[C:20]([C:39]([F:42])([F:41])[F:40])[CH:19]=2)[CH2:13][O:12]C(C)(C)[O:10][CH2:9]1)(C)(C)C.Cl>C(O)C>[ClH:38].[NH2:7][C:8]([CH2:16][CH2:17][C:18]1[CH:23]=[CH:22][C:21]([O:24][CH2:25][CH2:26][CH2:27][C:28]2[CH:33]=[CH:32][C:31]([C:34]([F:35])([F:36])[F:37])=[CH:30][C:29]=2[Cl:38])=[C:20]([C:39]([F:42])([F:40])[F:41])[CH:19]=1)([CH2:13][OH:12])[CH2:9][OH:10] |f:3.4|. Procedure: Compound 71-4 (790 mg) was dissolved in ethanol (15 ml), concentrated hydrochloric acid (1.5 ml) was added, and the mixture was stirred at 80° C. for 2 hr. The reaction mixture was concentrated, and the residue was washed with diethyl ether to give the object product (560 mg) as a white powder. Reactants: C(C)(C)(C)OC(=O)NCCC1=CC=C(C(=O)O)C=C1 (4-{2-[(tert-butoxycarbonyl)amino]ethyl}benzoic acid), C(=O)(N1C=NC=C1)N1C=NC=C1 (carbonyldiimidazole), C(C)(C)N(C(C)C)CC (N,N-diisopropylethylamine). The solvent is ClCCl (dichloromethane). Run at time 2 hour. Product: C(C)(C)(C)OC(NCCC1=CC=C(C=C1)C(=O)NCCCC)=O (tert-Butyl(2-{4-[(butylamino)carbonyl]phenyl}ethyl)carbamate). The yield is 65.3%. RXN SMILES: [C:1]([O:5][C:6]([NH:8][CH2:9][CH2:10][C:11]1[CH:19]=[CH:18][C:14]([C:15]([OH:17])=O)=[CH:13][CH:12]=1)=[O:7])([CH3:4])([CH3:3])[CH3:2].C([N:27]1[CH:31]=[CH:30]N=C1)(N1C=CN=C1)=O.[CH:32](N(CC)C(C)C)(C)[CH3:33]>ClCCl>[C:1]([O:5][C:6](=[O:7])[NH:8][CH2:9][CH2:10][C:11]1[CH:12]=[CH:13][C:14]([C:15]([NH:27][CH2:31][CH2:30][CH2:32][CH3:33])=[O:17])=[CH:18][CH:19]=1)([CH3:2])([CH3:3])[CH3:4]. Procedure details: A mixture of 4-{2-[(tert-butoxycarbonyl)amino]ethyl}benzoic acid (22.2 g, 83.6 mmol) (EP0836839, p60) carbonyldiimidazole (21.36 g, 131.7 mmol), and N,N-diisopropylethylamine (20 mL, 115.1 mmol) in dichloromethane (600 mL) was stirred at room temperature for 2 hours. nButylamine (10 mL, 101.18 mmol) was then added and the mixture was stirred for a further 18 hours at room temperature. The reaction mixture was concentrated in vacuo and the residue was dissolved in ethyl acetate and washed with 10... Reactants: [Al+3], CCOc1ccccc1, [Cl-], [Cl-], [Cl-], O=C(Cl)c1cc(I)ccc1Cl, ClCCl. Yields the product CCOc1ccc(C(=O)c2cc(I)ccc2Cl)cc1. Reaction SMILES: [Al+3:2].[CH2:5]([CH3:6])[O:7][c:8]1[cH:9][cH:10][cH:11][cH:12][cH:13]1.[Cl-:1].[Cl-:3].[Cl-:4].[Cl:14][c:15]1[c:16]([C:17](=[O:18])[Cl:19])[cH:20][c:21]([I:24])[cH:22][cH:23]1.[Cl:25][CH2:26][Cl:27]>>[CH2:5]([CH3:6])[O:7][c:8]1[cH:9][cH:10][c:11]([C:17]([c:16]2[c:15]([Cl:14])[cH:23][cH:22][c:21]([I:24])[cH:20]2)=[O:18])[cH:12][cH:13]1. The reactants are C(C)(C)(C)[Li] (tert-Butyllithium), FC1=CC=C(C=C1)I (4-fluoroiodobenzene), C([O-])(O)=O.[Na+] (sodium bicarbonate), N1(CCCC1)C1(CCC1)C#N (1-pyrrolidin-1-yl-cyclobutanecarbonitrile), N1(CCCC1)C1(CCC1)C#N (1-pyrrolidin-1-yl-cyclobutanecarbonitrile), [BH4-].[Na+] (sodiumborohydride). Run in C(C)OCC (diethylether), C(C)OCC (diethylether). Run at temperature -75 celsius, time 45 minute. The product is FC1=CC=C(C=C1)C(C1(CCC1)N1CCCC1)N (C-(4-Fluorophenyl)-C-(1-pyrrolidin-1-yl-cyclobutyl)-methylamine). Yield: 86.8%. RXN SMILES: C([Li])(C)(C)C.[F:6][C:7]1[CH:12]=[CH:11][C:10](I)=[CH:9][CH:8]=1.[N:14]1([C:19]2([C:23]#[N:24])[CH2:22][CH2:21][CH2:20]2)[CH2:18][CH2:17][CH2:16][CH2:15]1.C(=O)(O)[O-].[Na+].[BH4-].[Na+]>C(OCC)C>[F:6][C:7]1[CH:12]=[CH:11][C:10]([CH:23]([NH2:24])[C:19]2([N:14]3[CH2:18][CH2:17][CH2:16][CH2:15]3)[CH2:20][CH2:21][CH2:22]2)=[CH:9][CH:8]=1 |f:3.4,5.6|. Procedure details: tert-Butyllithium (1.6M in pentane, 65 mL, 104 mmol) was added during 30 min at −75° C. to −60° C. to a solution of 4-fluoroiodobenzene (13 g, 59 mmol) in 40 mL diethylether. The reaction mixture was stirred at −75° C. for 45 min. 1-Pyrrolidin-1-yl-cyclobutanecarbonitrile (intermediate F) (5 g, 29 mmol) in 5 mL diethylether was added slowly. The reaction mixture was allowed to slowly warm up and was poured into cold saturated sodium bicarbonate solution. The mixture was extracted three times wit... Starting materials: [Br-], BrCBr, ClCCCCCBr, C1CCOC1, CN1CCCN(C)C1=O, CC(=O)O, [Cu]I, CC12CC(F)C3C4CCC(=O)C=C4C=CC3C1CCC2=O, I, [Li+], [Mg]. The product is CC12CC(F)C3C4CCC(=O)C=C4CC(CCCCCCl)C3C1CCC2=O. As a reaction SMILES: [Br-:14].[Br:10][CH2:11][Br:12].[Br:1][CH2:2][CH2:3][CH2:4][CH2:5][CH2:6][Cl:7].[CH2:36]1[O:37][CH2:38][CH2:39][CH2:40]1.[CH3:41][N:42]1[CH2:43][CH2:44][CH2:45][N:46]([CH3:47])[C:48]1=[O:49].[CH3:52][C:53](=[O:54])[OH:55].[Cu:50][I:51].[F:15][CH:16]1[CH:17]2[CH:18]3[CH2:19][CH2:20][C:21](=[O:35])[CH:22]=[C:23]3[CH:24]=[CH:25][CH:26]2[CH:27]2[CH2:28][CH2:29][C:30](=[O:34])[C:31]2([CH3:32])[CH2:33]1.[I:9].[Li+:13].[Mg:8]>>[CH2:2]([CH2:3][CH2:4][CH2:5][CH2:6][Cl:7])[CH:25]1[CH2:24][C:23]2=[CH:22][C:21](=[O:35])[CH2:20][CH2:19][CH:18]2[CH:17]2[CH:16]([F:15])[CH2:33][C:31]3([CH3:32])[CH:27]([CH:26]21)[CH2:28][CH2:29][C:30]3=[O:34].